From a dataset of the Open Reaction Database (ORD), a public repository of structured organic reaction records. describe an organic reaction: reactants, conditions, products, and yield The reactants are ClC1=C2C=CC=NC2=C(C(=C1)C(C)=O)N1CCNCC1 (1-(5-chloro-8-piperazin-1-ylquinolin-7-yl)ethanone), C([O-])([O-])=O.[K+].[K+] (potassium carbonate), ClCC(=O)N(C)C (2-chloro-N,N-dimethylacetamide). Solvent: ClCCl (dichloromethane), CN(C=O)C (N,N-dimethylformamide). Conditions: time 4 hour. The product is C(C)(=O)C1=CC(=C2C=CC=NC2=C1N1CCN(CC1)CC(=O)N(C)C)Cl (2-[4-(7-Acetyl-5-chloroquinolin-8-yl)piperazin-1-yl]-N,N-dimethylacetamide). The yield is 50.7%. As a reaction SMILES: [Cl:1][C:2]1[CH:11]=[C:10]([C:12](=[O:14])[CH3:13])[C:9]([N:15]2[CH2:20][CH2:19][NH:18][CH2:17][CH2:16]2)=[C:8]2[C:3]=1[CH:4]=[CH:5][CH:6]=[N:7]2.C(=O)([O-])[O-].[K+].[K+].Cl[CH2:28][C:29]([N:31]([CH3:33])[CH3:32])=[O:30]>CN(C)C=O.ClCCl>[C:12]([C:10]1[C:9]([N:15]2[CH2:16][CH2:17][N:18]([CH2:28][C:29]([N:31]([CH3:33])[CH3:32])=[O:30])[CH2:19][CH2:20]2)=[C:8]2[C:3]([CH:4]=[CH:5][CH:6]=[N:7]2)=[C:2]([Cl:1])[CH:11]=1)(=[O:14])[CH3:13] |f:1.2.3|. Procedure details: To a mix of 1-(5-chloro-8-piperazin-1-ylquinolin-7-yl)ethanone (0.030 g, 0.10 mmol, from Example 47, Step 1) and potassium carbonate (0.043 g, 0.31 mmol) in N,N-dimethylformamide (1 mL) was added 2-chloro-N,N-dimethylacetamide (0.012 mL, 0.11 mmol). The reaction mixture was stirred at room temperature for 4 hrs, and then diluted with dichloromethane, washed with water, dried over MgSO4, concentrated and purified on silica gel (eluting with 0 to 5% methanol in dichloromethane) to give the desired... Reaction SMILES: C([O:4][CH:5]([C:22]1[N:26]=[C:25]([C:27]2[CH:32]=[CH:31][C:30]([N+:33]([O-:35])=[O:34])=[CH:29][CH:28]=2)[O:24][N:23]=1)[CH2:6][CH2:7][CH2:8][CH:9]1[CH2:14][CH2:13][N:12]([CH2:15][C:16]2[CH:21]=[CH:20][CH:19]=[CH:18][CH:17]=2)[CH2:11][CH2:10]1)(=O)C.[OH-].[Na+]>CO>[OH:4][CH:5]([C:22]1[N:26]=[C:25]([C:27]2[CH:32]=[CH:31][C:30]([N+:33]([O-:35])=[O:34])=[CH:29][CH:28]=2)[O:24][N:23]=1)[CH2:6][CH2:7][CH2:8][CH:9]1[CH2:10][CH2:11][N:12]([CH2:15][C:16]2[CH:17]=[CH:18][CH:19]=[CH:20][CH:21]=2)[CH2:13][CH2:14]1 |f:1.2|. Conditions: temperature 0 celsius, time 2 hour. The solvent is CO (methanol). Yields the product OC(CCCC1CCN(CC1)CC1=CC=CC=C1)C1=NOC(=N1)C1=CC=C(C=C1)[N+](=O)[O-] (3-[1-hydroxy-4-(1-benzylpiperidin-4-yl)butyl]-5-(4-nitrophenyl)-1,2,4-oxadiazole). Starting materials: C(C)(=O)OC(CCCC1CCN(CC1)CC1=CC=CC=C1)C1=NOC(=N1)C1=CC=C(C=C1)[N+](=O)[O-] (3-[1-acetoxy-4-(1-benzylpiperidin-4-yl)butyl]-5-(4-nitrophenyl)-1,2,4-oxadiazole), [OH-].[Na+] (sodium hydroxide), ice water. Procedure details: To a solution of 3-[1-acetoxy-4-(1-benzylpiperidin-4-yl)butyl]-5-(4-nitrophenyl)-1,2,4-oxadiazole (0.5 g) in methanol (10 ml) was added 4N an aqueous sodium hydroxide solution (0.5 ml) at 0° C. After stirring at 0° C. for 2 hours, ice water was added to the mixture and the precipitates were filtrated to give 3-[1-hydroxy-4-(1-benzylpiperidin-4-yl)butyl]-5-(4-nitrophenyl)-1,2,4-oxadiazole (0.44 g). The compound (100 mg) was dissolved in a solution of fumaric acid (27 mg) in ethanol to give 3-[1-h... The yield is 96.5%. Starting materials: O=C([O-])[O-], CNC, CC#N, O=C1CCc2cc([N+](=O)[O-])ccc2N1CCCCl, Cl, [I-], [K+], [K+], [K+], O. The product is CN(C)CCCN1C(=O)CCc2cc([N+](=O)[O-])ccc21. RXN SMILES: [C:21](=[O:22])([O-:23])[O-:24].[CH3:28][NH:29][CH3:30].[CH3:31][C:32]#[N:33].[Cl:1][CH2:2][CH2:3][CH2:4][N:5]1[C:6](=[O:18])[CH2:7][CH2:8][c:9]2[cH:10][c:11]([N+:15](=[O:16])[O-:17])[cH:12][cH:13][c:14]21.[ClH:27].[I-:20].[K+:19].[K+:25].[K+:26].[OH2:34]>>[CH2:2]([CH2:3][CH2:4][N:5]1[C:6](=[O:18])[CH2:7][CH2:8][c:9]2[cH:10][c:11]([N+:15](=[O:16])[O-:17])[cH:12][cH:13][c:14]21)[N:29]([CH3:28])[CH3:30].